This data is from the Open Reaction Database (ORD), a public repository of structured organic reaction records. The task is: describe an organic reaction: reactants, conditions, products, and yield Reactants: NC1=CC=C(C=C1)C1(C(N(C2=CC=CC=C12)CC1=C(C=CC=C1)Cl)=O)C1=CC(=C(C(=C1)C)OC)C (3-(4-amino-phenyl)-1-(2-chloro-benzyl)-3-(4-methoxy-3,5-dimethyl-phenyl)-1,3-dihydro-indol-2-one), EtOAc hexanes, C(C)(C)N(C(C)C)CC (N,N-diisopropylethylamine), CS(=O)(=O)Cl (methanesulfonyl chloride), C(C)(C)N(C(C)C)CC (N,N-diisopropylethylamine), CS(=O)(=O)Cl (methanesulfonyl chloride). The solvent is C(C)(=O)OCC (ethyl acetate), C(Cl)Cl (CH2Cl2). Conditions: time 2 hour. Product: ClC1=C(CN2C(C(C3=CC=CC=C23)(C2=CC(=C(C(=C2)C)OC)C)C2=CC=C(C=C2)N(S(=O)(=O)C)S(=O)(=O)C)=O)C=CC=C1 (N-{4-[1-(2-Chloro-benzyl)-3-(4-methoxy-3,5-dimethyl-phenyl)-2-oxo-2,3-dihydro-1H-indol-3-yl]-phenyl}-N-(methylsulfonyl)-methanesulfonamide). The yield is 182.1%. As a reaction SMILES: [NH2:1][C:2]1[CH:7]=[CH:6][C:5]([C:8]2([C:26]3[CH:31]=[C:30]([CH3:32])[C:29]([O:33][CH3:34])=[C:28]([CH3:35])[CH:27]=3)[C:16]3[C:11](=[CH:12][CH:13]=[CH:14][CH:15]=3)[N:10]([CH2:17][C:18]3[CH:23]=[CH:22][CH:21]=[CH:20][C:19]=3[Cl:24])[C:9]2=[O:25])=[CH:4][CH:3]=1.C(N(CC)C(C)C)(C)C.[CH3:45][S:46](Cl)(=[O:48])=[O:47]>C(Cl)Cl.C(OCC)(=O)C>[Cl:24][C:19]1[CH:20]=[CH:21][CH:22]=[CH:23][C:18]=1[CH2:17][N:10]1[C:11]2[C:16](=[CH:15][CH:14]=[CH:13][CH:12]=2)[C:8]([C:5]2[CH:6]=[CH:7][C:2]([N:1]([S:46]([CH3:45])(=[O:48])=[O:47])[S:46]([CH3:45])(=[O:48])=[O:47])=[CH:3][CH:4]=2)([C:26]2[CH:27]=[C:28]([CH3:35])[C:29]([O:33][CH3:34])=[C:30]([CH3:32])[CH:31]=2)[C:9]1=[O:25]. Reported procedure: Combine 3-(4-amino-phenyl)-1-(2-chloro-benzyl)-3-(4-methoxy-3,5-dimethyl-phenyl)-1,3-dihydro-indol-2-one (73 mg, 0.15 mmol), N,N-diisopropylethylamine (0.040 mL, 0.23 mmol) and methanesulfonyl chloride (0.013 mL, 0.165 mmol) in CH2Cl2 (1 mL). After 5 h. stirring at room temperature TIC (50% EtOAc/hexanes) shows reaction not complete. Add more N,N-diisopropylethylamine (0.040 mL, 0.23 mmol) and methanesulfonyl chloride (0.013 mL, 0.165 mmol) and stir 2 h. more at which time reaction complete. Dil... The reactants are COC(=O)C=1N=C(C2=C(C=CC=C2C1O)OC1=CC=C(C=C1)OC)Br (1-bromo-4-hydroxy-8-(4-methoxy-phenoxy)-isoquinoline-3-carboxylic acid methyl ester), C(#N)[Cu] (CuCN). Yields the product COC(=O)C=1N=C(C2=C(C=CC=C2C1O)OC1=CC=C(C=C1)OC)C#N (1-Cyano-4-hydroxy-8-(4-methoxy-phenoxy)-isoquinoline-3-carboxylic acid methyl ester). As a reaction SMILES: [CH3:1][O:2][C:3]([C:5]1[N:6]=[C:7](Br)[C:8]2[C:13]([C:14]=1[OH:15])=[CH:12][CH:11]=[CH:10][C:9]=2[O:16][C:17]1[CH:22]=[CH:21][C:20]([O:23][CH3:24])=[CH:19][CH:18]=1)=[O:4].[C:26]([Cu])#[N:27]>>[CH3:1][O:2][C:3]([C:5]1[N:6]=[C:7]([C:26]#[N:27])[C:8]2[C:13]([C:14]=1[OH:15])=[CH:12][CH:11]=[CH:10][C:9]=2[O:16][C:17]1[CH:22]=[CH:21][C:20]([O:23][CH3:24])=[CH:19][CH:18]=1)=[O:4]. Procedure: The title compound was synthesized from 1-bromo-4-hydroxy-8-(4-methoxy-phenoxy)-isoquinoline-3-carboxylic acid methyl ester and CuCN in analogy to example 3a; MS-(+)-ion: M+1=351.4. Reactants: C(CCC)N1N=C(N=C1CC=1C=CC(=NC1)C1=C(C=CC=C1)C1=NN=NN1)C(OC)OC (5-[2-[5-[[1-butyl-3-dimethoxymethyl-1H-1,2,4-triazol-5-yl]methyl]-2-pyridinyl]phenyl]-1H-tetrazole), S(O)(O)(=O)=O (sulfuric acid). Run in CC(=O)C (acetone). Yields the product C(CCC)N1N=C(N=C1CC=1C=CC(=NC1)C1=C(C=CC=C1)C1=NN=NN1)C=O (5-[2-[5-[[1-butyl-3-formyl-1H-1,2,4-triazol-5-yl]methyl]-2-pyridinyl)phenyl]-1H-tetrazole). RXN SMILES: [CH2:1]([N:5]1[C:9]([CH2:10][C:11]2[CH:12]=[CH:13][C:14]([C:17]3[CH:22]=[CH:21][CH:20]=[CH:19][C:18]=3[C:23]3[NH:27][N:26]=[N:25][N:24]=3)=[N:15][CH:16]=2)=[N:8][C:7]([CH:28](OC)[O:29]C)=[N:6]1)[CH2:2][CH2:3][CH3:4].S(=O)(=O)(O)O>CC(C)=O>[CH2:1]([N:5]1[C:9]([CH2:10][C:11]2[CH:12]=[CH:13][C:14]([C:17]3[CH:22]=[CH:21][CH:20]=[CH:19][C:18]=3[C:23]3[NH:27][N:26]=[N:25][N:24]=3)=[N:15][CH:16]=2)=[N:8][C:7]([CH:28]=[O:29])=[N:6]1)[CH2:2][CH2:3][CH3:4]. Reported procedure: The compound of Example 26 was treated with catalytic sulfuric acid in wet acetone at reflux. Purification gave 5-[2-[5-[[1-butyl-3-formyl-1H-1,2,4-triazol-5-yl]methyl]-2-pyridinyl)phenyl]-1H-tetrazole as a colorless solid: mp 167-168° C.; NMR (CDCl3) δ 0.94 (t, J=7 Hz, 3H), 1.35 (m, J=7 Hz, 2H), 1.88 (m, J=7 Hz, 2H), 4.22 (t, J=7 Hz, 2H), 4.29 (s, 2H), 7.37 (d, J=8 Hz, 1H), 7.46-7.55 (m, 3H), 7.44 (dd, J=8 and 2 Hz, 1H), 7.93-7.99 (m, 1H), 8.59 (d, J=2 Hz, 1H), 9.95 (s, 1H); MS(FAB) m/e (rel in...